Dataset: the Open Reaction Database (ORD), a public repository of structured organic reaction records. Task: describe an organic reaction: reactants, conditions, products, and yield Reactants: CC1=C(CNC(C)=O)C=C(C=C1)[N+](=O)[O-] (N-(2-methyl-5-nitrobenzyl)acetamide), P(=O)(Cl)(Cl)Cl (phosphorus oxychloride), CN(C=O)C (dimethylformamide). The solvent is C=1(C(=CC=CC1)C)C (xylene). The product is CC1=C(CCl)C=C(C=C1)[N+](=O)[O-] (2-Methyl-5-nitrobenzyl chloride). The yield is 85.0%. Reaction SMILES: [CH3:1][C:2]1[CH:12]=[CH:11][C:10]([N+:13]([O-:15])=[O:14])=[CH:9][C:3]=1[CH2:4]NC(=O)C.P(Cl)(Cl)([Cl:18])=O.CN(C)C=O>C1(C)C(C)=CC=CC=1>[CH3:1][C:2]1[CH:12]=[CH:11][C:10]([N+:13]([O-:15])=[O:14])=[CH:9][C:3]=1[CH2:4][Cl:18]. Procedure details: A solution of N-(2-methyl-5-nitrobenzyl)acetamide (3.12 g; 0.015 mol), phosphorus oxychloride (5.12 g; 0.032 mol) and dimethylformamide (2.19 g; 0.03 mol) in xylene (50 ml) is refluxed for one hour. The reaction mixture is then washed with water and the solvent evaporated. This treatment produces 2.36 g (i.e., 85% yield) of product having a melting point of 56° to 62° C. RXN SMILES: [F:1][CH:2]([F:24])[C:3]1[N:8]=[C:7]([C:9]([F:12])([F:11])[F:10])[C:6]([C:13]([O:15][CH2:16][CH3:17])=[O:14])=[C:5](Br)[C:4]=1[C:19]([O:21][CH2:22][CH3:23])=[O:20].[H-].[Na+].[CH:27]1([SH:32])[CH2:31][CH2:30][CH2:29][CH2:28]1>C1COCC1>[CH:27]1([S:32][C:5]2[C:4]([C:19]([O:21][CH2:22][CH3:23])=[O:20])=[C:3]([CH:2]([F:24])[F:1])[N:8]=[C:7]([C:9]([F:12])([F:11])[F:10])[C:6]=2[C:13]([O:15][CH2:16][CH3:17])=[O:14])[CH2:31][CH2:30][CH2:29][CH2:28]1 |f:1.2|. Product: C1(CCCC1)SC1=C(C(=NC(=C1C(=O)OCC)C(F)F)C(F)(F)F)C(=O)OCC (Diethyl 4-cyclopentylthio-6-(difluoromethyl)-2-(trifluoromethyl)-3,5-pyridinedicarboxylate). The reactants are FC(C1=C(C(=C(C(=N1)C(F)(F)F)C(=O)OCC)Br)C(=O)OCC)F (Diethyl 6-(difluoromethyl)-4-bromo-2-(trifluoromethyl)-3,5-pyridinedicarboxylate), [H-].[Na+] (NaH), C1(CCCC1)S (cyclopentylmercaptan). Procedure details: This compound was prepared as described in Example 108: 8.4 g (0.02 mol) of product of Example 106, 0.88 g (0.022 mol) of 60% NaH, and 2.45 g (0.024 mol) of cyclopentylmercaptan in 100 ml of dry THF were reacted affording 8.85 g of a light brown oil. The crude product mixture was kugelrohr distilled at 110°-130° C./67 Pa affording 8.44 g 96%) of product as a light yellow oil, nD25 1.4808. Solvent: C1CCOC1 (THF). Yield: 100.2%. The reactants are CN1C(=CC2=C(C(=CC=C12)OC1=C(C=C(C=C1)CC(=O)OCC)OC)[N+](=O)[O-])C (Ethyl 2-(4-(1,2-dimethyl-4-nitro-1H-indol-5-yloxy)-3-methoxyphenyl)acetate), O.O.[Sn](Cl)(Cl)(Cl)Cl (tin chloride dihydrate), Cl (hydrochloric acid). Run in C(C)(=O)OCC (ethyl acetate). Reaction conditions: temperature 80 celsius, time 18 hour. Product: NC1=C2C=C(N(C2=CC=C1OC1=C(C=C(C=C1)CC(=O)OCC)OC)C)C (Ethyl 2-(4-(4-amino-1,2-dimethyl-1H-indol-5-yloxy)-3-methoxyphenyl)acetate). RXN SMILES: [CH3:1][N:2]1[C:10]2[C:5](=[C:6]([N+:26]([O-])=O)[C:7]([O:11][C:12]3[CH:17]=[CH:16][C:15]([CH2:18][C:19]([O:21][CH2:22][CH3:23])=[O:20])=[CH:14][C:13]=3[O:24][CH3:25])=[CH:8][CH:9]=2)[CH:4]=[C:3]1[CH3:29].O.O.[Sn](Cl)(Cl)(Cl)Cl.Cl>C(OCC)(=O)C>[NH2:26][C:6]1[C:7]([O:11][C:12]2[CH:17]=[CH:16][C:15]([CH2:18][C:19]([O:21][CH2:22][CH3:23])=[O:20])=[CH:14][C:13]=2[O:24][CH3:25])=[CH:8][CH:9]=[C:10]2[C:5]=1[CH:4]=[C:3]([CH3:29])[N:2]2[CH3:1] |f:1.2.3|. Procedure: A solution of 3.2 (35 mg, 0.088 mmol) and tin chloride dihydrate (159 mg, 0.70 mmol) dissolved in ethyl acetate (5 mL) was heated to 80° C. overnight. Alter 18 h, HPLC indicated no 3.2 remained and the reaction was poured into aqueous 5% hydrochloric acid solution. The resulting emulsion was filtered through a pad of Celite to remove fine solids, rinsing the solids with ethyl acetate and water. The biphasic filtrate was separated and the organic layer washed with saturated aqueous sodium bicarbo... Starting materials: C(C=C)N(CCCN(C\C=C\CN(CCCNC(=O)OC(C)(C)C)C(=O)OC(C)(C)C)C(=O)OC(C)(C)C)C(=O)OC(C)(C)C ((E)-1-allyl-1,5, 10, 14-tetra-BOC- 1,5,10,14-tetraazatetradec-7-ene), [H-].[Na+] (sodium hydride), C(C#C)Br (propargyl bromide), [H-].[Na+] (sodium hydride), C(C#C)Br (propargyl bromide). The solvent is CN(C)C=O (DMF). The product is C(C=C)N(CCCN(C\C=C\CN(CCCN(C(=O)OC(C)(C)C)CC#C)C(=O)OC(C)(C)C)C(=O)OC(C)(C)C)C(=O)OC(C)(C)C ((E)-1-Allyl-14-propargyl-1,5,10,14-tetra-BOC-1,5,10,14-tetraazatetradec-7-ene). Reaction SMILES: [CH2:1]([N:4]([C:39]([O:41][C:42]([CH3:45])([CH3:44])[CH3:43])=[O:40])[CH2:5][CH2:6][CH2:7][N:8]([C:32]([O:34][C:35]([CH3:38])([CH3:37])[CH3:36])=[O:33])[CH2:9]/[CH:10]=[CH:11]/[CH2:12][N:13]([C:25]([O:27][C:28]([CH3:31])([CH3:30])[CH3:29])=[O:26])[CH2:14][CH2:15][CH2:16][NH:17][C:18]([O:20][C:21]([CH3:24])([CH3:23])[CH3:22])=[O:19])[CH:2]=[CH2:3].[H-].[Na+].[CH2:48](Br)[C:49]#[CH:50]>CN(C=O)C>[CH2:50]([N:17]([C:18]([O:20][C:21]([CH3:22])([CH3:23])[CH3:24])=[O:19])[CH2:16][CH2:15][CH2:14][N:13]([C:25]([O:27][C:28]([CH3:31])([CH3:29])[CH3:30])=[O:26])[CH2:12]/[CH:11]=[CH:10]/[CH2:9][N:8]([C:32]([O:34][C:35]([CH3:38])([CH3:37])[CH3:36])=[O:33])[CH2:7][CH2:6][CH2:5][N:4]([CH2:1][C:2]#[CH:3])[C:39]([O:41][C:42]([CH3:45])([CH3:44])[CH3:43])=[O:40])[CH:49]=[CH2:48] |f:1.2|. Procedure: To a solution of 0.6 g (0.936 mmol) of (E)-1-allyl-1,5, 10, 14-tetra-BOC- 1,5,10,14-tetraazatetradec-7-ene (see Example 2a) in 8 ml of DMF there are added, with stirring, 0.075 g (1.875 mmol) of sodium hydride dispersion (approx. 60%) and, after 5 min., 0.141 ml (1.872 mmol) of propargyl bromide. The reaction mixture is stirred for 15 h at room temperature; a further 0.0375 g (0.937 mmol) of sodium hydride dispersion (approx. 60%) and 0.071 ml (0.94 mmol) of propargyl bromide are added, and the ... Starting materials: CC1(C2=C(C(=CC=C2)P(C3=CC=CC=C3)C4=CC=CC=C4)OC5=C(C=CC=C51)P(C6=CC=CC=C6)C7=CC=CC=C7)C (Xantphos), O1CCOCC1 (1,4-Dioxane), halide, BrC=1C=C2C(=CC=NC2=CC1)OC1=CC=C(C=C1)NC1=NN=C(C2=CC=CC=C12)C1=CC=CC=C1 (N-(4-(6-bromoquinolin-4-yloxy)phenyl)-4-phenylphthalazin-1-amine), C(C)(=O)N (acetamide), C([O-])([O-])=O.[K+].[K+] (potassium carbonate), O1CCOCC1 (1,4-dioxane). Reagents/catalysts: C(C)(=O)[O-].[Pd+2].C(C)(=O)[O-] (Palladium(II) acetate), CC(=O)[O-].CC(=O)[O-].[Pd+2].CC1(C2=C(C(=CC=C2)P(C3=CC=CC=C3)C4=CC=CC=C4)OC5=C(C=CC=C51)P(C6=CC=CC=C6)C7=CC=CC=C7)C (Pd(OAc)2 Xantphos). Run at temperature 110 celsius, time 10 minute. Yields the product C1(=CC=CC=C1)C1=NN=C(C2=CC=CC=C12)NC1=CC=C(OC2=CC=NC3=CC=C(C=C23)NC(C)=O)C=C1 (N-(4-(4-(4-phenylphthalazin-1-ylamino)phenoxy)quinolin-6-yl)acetamide). As a reaction SMILES: CC1(C)C2C(=C(P(C3C=CC=CC=3)C3C=CC=CC=3)C=CC=2)OC2C(P(C3C=CC=CC=3)C3C=CC=CC=3)=CC=CC1=2.O1CCOCC1.Br[C:50]1[CH:51]=[C:52]2[C:57](=[CH:58][CH:59]=1)[N:56]=[CH:55][CH:54]=[C:53]2[O:60][C:61]1[CH:66]=[CH:65][C:64]([NH:67][C:68]2[C:77]3[C:72](=[CH:73][CH:74]=[CH:75][CH:76]=3)[C:71]([C:78]3[CH:83]=[CH:82][CH:81]=[CH:80][CH:79]=3)=[N:70][N:69]=2)=[CH:63][CH:62]=1.[C:84]([NH2:87])(=[O:86])[CH3:85].C(=O)([O-])[O-].[K+].[K+]>C([O-])(=O)C.[Pd+2].C([O-])(=O)C.CC([O-])=O.CC([O-])=O.[Pd+2].CC1(C)C2C(=C(P(C3C=CC=CC=3)C3C=CC=CC=3)C=CC=2)OC2C(P(C3C=CC=CC=3)C3C=CC=CC=3)=CC=CC1=2>[C:78]1([C:71]2[C:72]3[C:77](=[CH:76][CH:75]=[CH:74][CH:73]=3)[C:68]([NH:67][C:64]3[CH:65]=[CH:66][C:61]([O:60][C:53]4[C:52]5[C:57](=[CH:58][CH:59]=[C:50]([NH:87][C:84](=[O:86])[CH3:85])[CH:51]=5)[N:56]=[CH:55][CH:54]=4)=[CH:62][CH:63]=3)=[N:69][N:70]=2)[CH:79]=[CH:80][CH:81]=[CH:82][CH:83]=1 |f:4.5.6,7.8.9,10.11.12.13|. Procedure details: The title compound was prepared according to a method described in Garnier, E.; Andoux, J.; Pasquinet, E.; Suzenet, F.; Poullain, D.; Lebret, B.; Guillaumet, G. J. Org. Chem. 2004, 69, 7809. Xantphos (22 mg, 39 μmol) and 1,4-Dioxane (963 μl, 193 μmol) were added into a sealed tube. The tube was purged with argon, Palladium(II) acetate (4 mg, 19 μmol) was added, and the mixture was stirred under argon for 10 min. In a separate sealed tube, N-(4-(6-bromoquinolin-4-yloxy)phenyl)-4-phenylphthalazin-... The reactants are CC1(OCC(O1)C(=O)NC=1C(=C(C(=C(C(=O)NC(COC(C)=O)COC(C)=O)C1I)I)COC(C)=O)I)C (5-(2,2-dimethyl-1,3-dioxolane-4-carboxamido)-3-acetoxymethyl-N-(1,3-diacetoxyprop-2-yl)-2,4,6-triiodobenzamide), C(C)(=O)OCCBr (2-bromoethyl acetate). The product is C(C)(=O)OCCN(C(=O)C1OC(OC1)(C)C)C=1C(=C(C(=C(C(=O)NC(COC(C)=O)COC(C)=O)C1I)I)COC(C)=O)I (5-[N′-(2-Acetoxyethyl)-2,2-dimethyl-1,3-dioxolane-4-carboxamido]-3-acetoxymethyl-N-(1,3-diacetoxyprop-2-yl)-2,4,6-triiodobenzamide). The yield is 83.0%. RXN SMILES: [CH3:1][C:2]1([CH3:38])[O:6][CH:5]([C:7]([NH:9][C:10]2[C:11]([I:37])=[C:12]([CH2:32][O:33][C:34](=[O:36])[CH3:35])[C:13]([I:31])=[C:14]([C:29]=2[I:30])[C:15]([NH:17][CH:18]([CH2:24][O:25][C:26](=[O:28])[CH3:27])[CH2:19][O:20][C:21](=[O:23])[CH3:22])=[O:16])=[O:8])[CH2:4][O:3]1.[C:39]([O:42][CH2:43][CH2:44]Br)(=[O:41])[CH3:40]>>[C:39]([O:42][CH2:43][CH2:44][N:9]([C:10]1[C:11]([I:37])=[C:12]([CH2:32][O:33][C:34](=[O:36])[CH3:35])[C:13]([I:31])=[C:14]([C:29]=1[I:30])[C:15]([NH:17][CH:18]([CH2:24][O:25][C:26](=[O:28])[CH3:27])[CH2:19][O:20][C:21](=[O:23])[CH3:22])=[O:16])[C:7]([CH:5]1[CH2:4][O:3][C:2]([CH3:38])([CH3:1])[O:6]1)=[O:8])(=[O:41])[CH3:40]. Procedure: The alkylation of 5-(2,2-dimethyl-1,3-dioxolane-4-carboxamido)-3-acetoxymethyl-N-(1,3-diacetoxyprop-2-yl)-2,4,6-triiodobenzamide with 2-bromoethyl acetate was performed according to the procedure of Example 30a. The crude product was isolated in 83% yield. The reactants are C1CCOC1, CN1CCCC1=O, C[Mg+], [Cl-], [Cl-], COc1ccc2nc(Cl)nc(Cl)c2c1, [NH4+]. Product: COc1ccc2nc(Cl)nc(C)c2c1. RXN SMILES: [CH2:27]1[O:28][CH2:29][CH2:30][CH2:31]1.[CH3:15][N:16]1[CH2:17][CH2:18][CH2:19][C:20]1=[O:21].[CH3:23][Mg+:24].[Cl-:22].[Cl-:25].[Cl:1][c:2]1[n:3][c:4]2[cH:5][cH:6][c:7]([O:13][CH3:14])[cH:8][c:9]2[c:10]([Cl:12])[n:11]1.[NH4+:26]>>[Cl:1][c:2]1[n:3][c:4]2[cH:5][cH:6][c:7]([O:13][CH3:14])[cH:8][c:9]2[c:10]([CH3:15])[n:11]1. Reactants: Cc1ccc2ccc(-c3ccccc3)nc2c1, ClCCl, O=[Se]=O. Yields the product O=Cc1ccc2ccc(-c3ccccc3)nc2c1. Reaction SMILES: [CH3:1][c:2]1[cH:3][cH:4][c:5]2[cH:6][cH:7][c:8](-[c:12]3[cH:13][cH:14][cH:15][cH:16][cH:17]3)[n:9][c:10]2[cH:11]1.[Cl:21][CH2:22][Cl:23].[Se:18](=[O:19])=[O:20]>>[CH:1]([c:2]1[cH:3][cH:4][c:5]2[cH:6][cH:7][c:8](-[c:12]3[cH:13][cH:14][cH:15][cH:16][cH:17]3)[n:9][c:10]2[cH:11]1)=[O:19]. Starting materials: N1C(=O)N=C(N)C=C1 (cytosine), FC(C(=O)O)(F)F (trifluoracetic acid), FS(=O)(=O)O.[F] (fluorine fluorosulfonate). Solvent: O (water). Product: FC=1C(NC(NC1)=O)=O (5-fluorouracil). As a reaction SMILES: [NH:1]1[CH:8]=CC(N)=[N:4][C:2]1=[O:3].FS(O)(=O)=O.[F].[F:15][C:16](F)(F)[C:17]([OH:19])=O>O>[F:15][C:16]1[C:17](=[O:19])[NH:4][C:2](=[O:3])[NH:1][CH:8]=1 |f:1.2,^1:13|. Procedure: Into a solution of cytosine (11.1 g) in a mixture of trifluoracetic acid (80 ml) and water (10 ml) kept at 10° C., fluorine fluorosulfonate was blown while stirring. The cytosine was completely consumed in 90 minutes, and the total amount of fluorine fluorosulfonate used was 18 mmol. The reaction mixture was heated under reflux for 4 hours and then treated as in Example 11 to give 5-fluorouracil (10.4 g). Yield, 80%.